From a dataset of the Open Reaction Database (ORD), a public repository of structured organic reaction records. describe an organic reaction: reactants, conditions, products, and yield The reactants are [BH4-], CCO, CCOC(=O)C1=C(C=O)NC=C(C(=O)OC)C1c1ccccc1Cl, Cl, [Na+]. Product: CCOC(=O)C1=C(CO)NC=C(C(=O)OC)C1c1ccccc1Cl. Reaction SMILES: [BH4-:25].[CH3:28][CH2:29][OH:30].[Cl:1][c:2]1[c:3]([CH:8]2[C:9]([C:21](=[O:22])[O:23][CH3:24])=[CH:10][NH:11][C:12]([CH:19]=[O:20])=[C:13]2[C:14](=[O:15])[O:16][CH2:17][CH3:18])[cH:4][cH:5][cH:6][cH:7]1.[ClH:27].[Na+:26]>>[Cl:1][c:2]1[c:3]([CH:8]2[C:9]([C:21](=[O:22])[O:23][CH3:24])=[CH:10][NH:11][C:12]([CH2:19][OH:20])=[C:13]2[C:14](=[O:15])[O:16][CH2:17][CH3:18])[cH:4][cH:5][cH:6][cH:7]1.